From a dataset of the Open Reaction Database (ORD), a public repository of structured organic reaction records. describe an organic reaction: reactants, conditions, products, and yield Reactants: CC[O-], CCO, BrC1CCCC1, [Na+], CCOC(=O)CC(C)=O. The product is CCOC(=O)C(C(C)=O)C1CCCC1. Reaction SMILES: [CH3:17][CH2:18][O-:19].[CH3:20][CH2:21][OH:22].[CH:10]1([Br:15])[CH2:11][CH2:12][CH2:13][CH2:14]1.[Na+:16].[O:1]=[C:2]([CH2:3][C:4](=[O:5])[O:6][CH2:7][CH3:8])[CH3:9]>>[O:1]=[C:2]([CH:3]([C:4](=[O:5])[O:6][CH2:7][CH3:8])[CH:10]1[CH2:11][CH2:12][CH2:13][CH2:14]1)[CH3:9]. Reactants: S1C=NC2=C1C=C(C=C2)CN (Benzo[d]thiazol-6-ylmethanamine), S1C=NC2=C1C=C(C=C2)C(=O)O (benzo[d]thiazole-6-carboxylic acid), Cl.S1C(=CC=2C=NC=CC21)CN (Thieno[3,2-c]pyridin-2-ylmethanamine hydrochloride). Yields the product S1C=NC2=C1C=C(C=C2)C(C)N (1-(Benzo[d]thiazol-6-yl)ethanamine). Reaction SMILES: [S:1]1[C:5]2[CH:6]=[C:7]([CH2:10][NH2:11])[CH:8]=[CH:9][C:4]=2[N:3]=[CH:2]1.S1C2C=C(C(O)=O)C=CC=2N=[CH:13]1.Cl.S1C2C=CN=CC=2C=C1CN>>[S:1]1[C:5]2[CH:6]=[C:7]([CH:10]([NH2:11])[CH3:13])[CH:8]=[CH:9][C:4]=2[N:3]=[CH:2]1 |f:2.3|. Procedure: Intermediate T′ was prepared from benzo[d]thiazole-6-carboxylic acid (T-1) following similar procedures for synthesizing intermediate D′-5 from D′-1, as described above, and intermediate D from D-4 as described above. MS (m/z): 179(M+1)+. Procedure details: 1,1-Dimethylethyl(2S,5R)-2-[(cyclohexylamino)carbonyl]-5-ethyl-4-morpholinecarboxylate (0.2963 g, 0.870 mmol) was taken up in HCl in 1,4-dioxane (4 M, 5 ml, 165 mmol) and stirred at room temperature overnight. The reaction was concentrated to afford a HCl salt of the title compound (0.256 g). LC-MS (ES) m/z=241 [M+H]+. The reactants are Cl (HCl), C1(CCCCC1)NC(=O)[C@@H]1CN([C@@H](CO1)CC)C(=O)OC(C)(C)C (1,1-Dimethylethyl(2S,5R)-2-[(cyclohexylamino)carbonyl]-5-ethyl-4-morpholinecarboxylate), O1CCOCC1 (1,4-dioxane). Yields the product Cl (HCl), C1(CCCCC1)NC(=O)[C@@H]1CN[C@@H](CO1)CC ((2S,5R)—N-Cyclohexyl-5-ethyl-2-morpholinecarboxamide). Reaction conditions: time 8 hour. As a reaction SMILES: [CH:1]1([NH:7][C:8]([C@H:10]2[O:15][CH2:14][C@@H:13]([CH2:16][CH3:17])[N:12](C(OC(C)(C)C)=O)[CH2:11]2)=[O:9])[CH2:6][CH2:5][CH2:4][CH2:3][CH2:2]1.O1CCOCC1.[ClH:31]>>[ClH:31].[CH:1]1([NH:7][C:8]([C@H:10]2[O:15][CH2:14][C@@H:13]([CH2:16][CH3:17])[NH:12][CH2:11]2)=[O:9])[CH2:2][CH2:3][CH2:4][CH2:5][CH2:6]1.